The task is: describe an organic reaction: reactants, conditions, products, and yield. This data is from the Open Reaction Database (ORD), a public repository of structured organic reaction records. Reactants: C1(=CC=CC=C1)[C@H]1[C@@H](C1)NCC1CCN(CC1)CC(=O)OC(C)(C)C (tert-butyl 2-(4-(((trans-2-phenylcyclopropyl)amino)methyl)piperidin-1-yl)acetate), Cl (HCl). Product: C1(=CC=CC=C1)[C@H]1[C@@H](C1)NCC1CCN(CC1)CC(=O)O (2-(4-(((trans-2-phenylcyclopropyl)amino)methyl)piperidin-1-yl)acetic acid). Isolated yield 62.9%. RXN SMILES: [C:1]1([C@@H:7]2[CH2:9][C@H:8]2[NH:10][CH2:11][CH:12]2[CH2:17][CH2:16][N:15]([CH2:18][C:19]([O:21]C(C)(C)C)=[O:20])[CH2:14][CH2:13]2)[CH:6]=[CH:5][CH:4]=[CH:3][CH:2]=1.Cl>>[C:1]1([C@@H:7]2[CH2:9][C@H:8]2[NH:10][CH2:11][CH:12]2[CH2:17][CH2:16][N:15]([CH2:18][C:19]([OH:21])=[O:20])[CH2:14][CH2:13]2)[CH:6]=[CH:5][CH:4]=[CH:3][CH:2]=1. Procedure details: The solution of tert-butyl 2-(4-(((trans-2-phenylcyclopropyl)amino)methyl)piperidin-1-yl)acetate (40 mg, 0.116 mmol) in HCl-1 M (5 ml, 165 mmol) was stirred at the 50° C. for 24 hours. The solution was evaporated. The oil was suspended in acetonitrile, sonicated and filtered. 2-(4-(((trans-2-phenylcyclopropyl)amino)methyl)piperidin-1-yl)acetic acid (25 mg, 0.073 mmol, 63.0% yield) was isolated as a white solid. 1H NMR (400 MHz, METHANOL-d4) δ 7.30-7.38 (m, 2H), 7.17-7.29 (m, 3H), 4.13 (s, 2H), 3...